This data is from the Open Reaction Database (ORD), a public repository of structured organic reaction records. The task is: describe an organic reaction: reactants, conditions, products, and yield Run in CO (methanol). Yields the product C(C)(C)NCCN1CCCC2=CC(=CC=C12)NC(=N)C=1SC=CC1 (N-(1-(2-(Isopropylamino)ethyl)-1,2,3,4-tetrahydroquinolin-6-yl)thiophene-2-carboximidamide). Reactants: C(C)(C)(C)OC(N(CCN1CCCC2=CC(=CC=C12)NC(=N)C=1SC=CC1)C(C)C)=O (tert-Butyl-isopropyl(2-(6-(thiophene-2-carboximidamido)-3,4-dihydro-quinolin-1(2H)-yl)ethyl)carbamate), C(C)(C)(C)OC(N(CCN1CCCC2=CC(=CC=C12)NC(=N)C=1SC=CC1)C(C)C)=O (tert-Butyl-isopropyl(2-(6-(thiophene-2-carboximidamido)-3,4-dihydro-quinolin-1(2H)-yl)ethyl)carbamate), Cl (HCl). Procedure: A solution of tert-butyl-isopropyl(2-(6-(thiophene-2-carboximidamido)-3,4-dihydro-quinolin-1(2H)-yl)ethyl)carbamate (compound 6, 50 mg, 0.113 mmol) in HPLC grade methanol (10 mL) was treated with 2N aq. HCl (0.565 mL, 1.13 mmol) and the mixture heated to reflux for 2 hours then cooled to room temperature overnight. The solution was concentrated and dried briefly on high-vac pump. The residue was taken up in 7.5% 2M NH3 in methanol/92.5% dichloromethane (5 mL), reconcentrated then purified direct... As a reaction SMILES: C(OC(=O)[N:7]([CH:28]([CH3:30])[CH3:29])[CH2:8][CH2:9][N:10]1[C:19]2[C:14](=[CH:15][C:16]([NH:20][C:21]([C:23]3[S:24][CH:25]=[CH:26][CH:27]=3)=[NH:22])=[CH:17][CH:18]=2)[CH2:13][CH2:12][CH2:11]1)(C)(C)C.Cl>CO>[CH:28]([NH:7][CH2:8][CH2:9][N:10]1[C:19]2[C:14](=[CH:15][C:16]([NH:20][C:21]([C:23]3[S:24][CH:25]=[CH:26][CH:27]=3)=[NH:22])=[CH:17][CH:18]=2)[CH2:13][CH2:12][CH2:11]1)([CH3:30])[CH3:29].